Dataset: the Open Reaction Database (ORD), a public repository of structured organic reaction records. Task: describe an organic reaction: reactants, conditions, products, and yield Reactants: O=C1c2ccccc2C(=O)N1CCCCCC[PH](=O)O, C[Si](C)(C)Br, ClCCl, O=[PH](O)CCCc1ccccc1. Product: O=C1c2ccccc2C(=O)N1CCCCCCP(=O)(O)O. RXN SMILES: [C:18]1(=[O:37])[c:19]2[c:20]([cH:33][cH:34][cH:35][cH:36]2)[C:21](=[O:32])[N:22]1[CH2:23][CH2:24][CH2:25][CH2:26][CH2:27][CH2:28][PH:29]([OH:30])=[O:31].[CH3:13][Si:14]([Br:15])([CH3:16])[CH3:17].[Cl:38][CH2:39][Cl:40].[c:1]1([CH2:2][CH2:3][CH2:4][PH:5](=[O:6])[OH:11])[cH:7][cH:8][cH:9][cH:10][cH:12]1>>[O:11]=[P:29]([CH2:28][CH2:27][CH2:26][CH2:25][CH2:24][CH2:23][N:22]1[C:18](=[O:37])[c:19]2[c:20]([cH:33][cH:34][cH:35][cH:36]2)[C:21]1=[O:32])([OH:30])[OH:31]. Reactants: O=C([O-])O, CO, Cl, O=[N+]([O-])c1cc(C(F)(F)F)ccc1N1CCCC1, [Na+], Cl[Sn]Cl. The product is Nc1cc(C(F)(F)F)ccc1N1CCCC1. Reaction SMILES: [C:23](=[O:24])([O-:25])[OH:26].[CH3:28][OH:29].[ClH:1].[N+:5]([O-:6])(=[O:7])[c:8]1[c:9]([N:18]2[CH2:19][CH2:20][CH2:21][CH2:22]2)[cH:10][cH:11][c:12]([C:14]([F:15])([F:16])[F:17])[cH:13]1.[Na+:27].[Sn:2]([Cl:3])[Cl:4]>>[NH2:5][c:8]1[c:9]([N:18]2[CH2:19][CH2:20][CH2:21][CH2:22]2)[cH:10][cH:11][c:12]([C:14]([F:15])([F:16])[F:17])[cH:13]1.